This data is from the Open Reaction Database (ORD), a public repository of structured organic reaction records. The task is: describe an organic reaction: reactants, conditions, products, and yield The reactants are BrCCCCN1N=CC(=C1)Cl (N-(4-bromo-butyl)-4-chloropyrazole), C1(=CC=CC=C1)N1CCNCC1 (1-phenyl-piperazine), C([O-])([O-])=O.[K+].[K+] (potassium carbonate). Run in CN(C=O)C (dimethylformamide). Yields the product ClC=1C=NN(C1)CCCCN1CCN(CC1)C1=CC=CC=C1 (4-chloro-1-[4-(4-phenyl-1-piperazinyl)-butyl]-1H-pyrazol). Reaction SMILES: Br[CH2:2][CH2:3][CH2:4][CH2:5][N:6]1[CH:10]=[C:9]([Cl:11])[CH:8]=[N:7]1.[C:12]1([N:18]2[CH2:23][CH2:22][NH:21][CH2:20][CH2:19]2)[CH:17]=[CH:16][CH:15]=[CH:14][CH:13]=1.C(=O)([O-])[O-].[K+].[K+]>CN(C)C=O>[Cl:11][C:9]1[CH:8]=[N:7][N:6]([CH2:5][CH2:4][CH2:3][CH2:2][N:21]2[CH2:22][CH2:23][N:18]([C:12]3[CH:17]=[CH:16][CH:15]=[CH:14][CH:13]=3)[CH2:19][CH2:20]2)[CH:10]=1 |f:2.3.4|. Procedure details: A mixture of 3.56 g (15 mmol) of N-(4-bromo-butyl)-4-chloropyrazole, 2.43 g (15 mmol) of 1-phenyl-piperazine and 2.76 g (20 mmol) of potassium carbonate in 50 ml of dimethylformamide is refluxed for 24 hours. The reaction mixture is evaporated under vacuum, chloroform is added, the mixture is washed with water, dried over sodium sulphate and evaporated under vacuum and 3.1 g of 4-chloro-1-[4-(4-phenyl-1-piperazinyl)-butyl]-1H-pyrazole are obtained, which may be recrystallised from ethyl ether wi... Reactants: [Cl-].[Na+] (sodium chloride), B(OC(C)C)(OC(C)C)OC(C)C (triisopropyl borate), FC1=NC(=CC=C1)C1=CC=C(C=C1)[C@@H]1CC[C@H](CC1)CCCCC (2-fluoro-6-[4-(trans-4-pentylcyclohexyl)phenyl]pyridine), Cl (hydrochloric acid), C(C)(C)NC(C)C (diisopropylamine), C(CCC)[Li] (n-butyllithium). The solvent is CCOCC (ether), O1CCCC1 (tetrahydrofuran), O1CCCC1 (tetrahydrofuran), CCCCCC (hexane). Run at temperature -78 celsius, time 4 hour. Product: FC1=NC(=CC=C1O)C1=CC=C(C=C1)[C@@H]1CC[C@H](CC1)CCCCC (2-fluoro-3-hydroxy-6-[4-(trans-4-pentylcyclohexyl)phenyl]pyridine). The yield is 31.3%. RXN SMILES: C(NC(C)C)(C)C.C([Li])CCC.[F:13][C:14]1[CH:19]=[CH:18][CH:17]=[C:16]([C:20]2[CH:25]=[CH:24][C:23]([C@H:26]3[CH2:31][CH2:30][C@H:29]([CH2:32][CH2:33][CH2:34][CH2:35][CH3:36])[CH2:28][CH2:27]3)=[CH:22][CH:21]=2)[N:15]=1.B(OC(C)C)(OC(C)C)[O:38]C(C)C.Cl.[Cl-].[Na+]>O1CCCC1.CCCCCC.CCOCC>[F:13][C:14]1[C:19]([OH:38])=[CH:18][CH:17]=[C:16]([C:20]2[CH:21]=[CH:22][C:23]([C@H:26]3[CH2:31][CH2:30][C@H:29]([CH2:32][CH2:33][CH2:34][CH2:35][CH3:36])[CH2:28][CH2:27]3)=[CH:24][CH:25]=2)[N:15]=1 |f:5.6|. Procedure details: 0.49 ml (3.50 mmol) of diisopropylamine in 10 ml of tetrahydrofuran are stirred with 2.20 ml (3.50 mmol) of a 1.6-molar n-butyllithium solution in hexane at 0° C. for one hour. After cooling to -78° C., 0.94 g (2.90 mmol) of 2-fluoro-6-[4-(trans-4-pentylcyclohexyl)phenyl]pyridine in 120 ml of tetrahydrofuran is added dropwise, and the mixture is stirred at -78° C. for 4 hours. 1.31 g (6.96 mmol) of triisopropyl borate are then added dropwise at -78° C., and the reaction mixture is stirred overni... Starting materials: BrC=1C=CC(=C(C1)C1OC12C(OC(C2=O)(C)C)(C)C)C2CC2 (2-(5-bromo-2-cyclopropylphenyl)-4,4,6,6-tetramethyl-1,5-dioxaspiro[2.4]heptan-7-one). Reagents/catalysts: [Fe](Cl)(Cl)Cl (iron (III) chloride). Solvent: ClCCl (dichloromethane), ClCCl (dichloromethane). Run at time 15 minute. The product is BrC=1C=CC(=C(C1)C1C(C(OC(C1=O)(C)C)(C)C)=O)C1CC1 (4-(5-bromo-2-cyclopropylphenyl)-2,2,6,6-tetramethylpyran-3,5-dione). As a reaction SMILES: [Br:1][C:2]1[CH:3]=[CH:4][C:5]([CH:20]2[CH2:22][CH2:21]2)=[C:6]([CH:8]2[C:10]3([C:14](=[O:15])[C:13]([CH3:17])([CH3:16])[O:12][C:11]3([CH3:19])[CH3:18])[O:9]2)[CH:7]=1>ClCCl.[Fe](Cl)(Cl)Cl>[Br:1][C:2]1[CH:3]=[CH:4][C:5]([CH:20]2[CH2:21][CH2:22]2)=[C:6]([CH:8]2[C:14](=[O:15])[C:13]([CH3:16])([CH3:17])[O:12][C:11]([CH3:18])([CH3:19])[C:10]2=[O:9])[CH:7]=1. Procedure: To a suspension of iron (III) chloride (53.0 g, 327 mmol) in anhydrous dichloromethane (1000 ml) at 5° C. is added a second solution of 2-(5-bromo-2-cyclopropylphenyl)-4,4,6,6-tetramethyl-1,5-dioxaspiro[2.4]heptan-7-one (119.1 g, 326 mmol) in anhydrous dichloromethane (400 ml), at such a rate as to maintain an internal temperature below 10° C. After stirring for 15 minutes the reaction is quenched with distilled water (900 ml) and the mixture is allowed to warm to room temperature. The two phase... Reactants: [Al+3], COc1ccccc1, [Cl-], [Cl-], [Cl-], ClCCl, O=C(Cl)c1cccc(C(F)(F)F)c1. The product is COc1ccc(C(=O)c2cccc(C(F)(F)F)c2)cc1. As a reaction SMILES: [Al+3:2].[CH3:18][O:19][c:20]1[cH:21][cH:22][cH:23][cH:24][cH:25]1.[Cl-:1].[Cl-:3].[Cl-:4].[Cl:26][CH2:27][Cl:28].[F:5][C:6]([c:7]1[cH:8][c:9]([C:10](=[O:11])[Cl:12])[cH:13][cH:14][cH:15]1)([F:16])[F:17]>>[F:5][C:6]([c:7]1[cH:8][c:9]([C:10](=[O:11])[c:23]2[cH:22][cH:21][c:20]([O:19][CH3:18])[cH:25][cH:24]2)[cH:13][cH:14][cH:15]1)([F:16])[F:17]. Starting materials: CC1=CN(C2=CC(=CC=C12)C=CC(=O)OC)CCCC1=CC=CC=C1 (methyl 3-(3-methyl-1-{3-(phenyl)propyl}-1H-indol-6-yl)-propenoate), CN(C(N(C)C)=N)C (tetramethylguanidine), [N+](=O)([O-])C (nitromethane), Cl (hydrochloric acid), CN(C(N(C)C)=N)C (tetramethylguanidine). Conditions: temperature 65 celsius. The product is CC1=CN(C2=CC(=CC=C12)C(CC(=O)OC)C[N+](=O)[O-])CCCC1=CC=CC=C1 (Methyl 3-(3-methyl-1-{3-(phenyl)propyl}-1H-indol-6-yl)-3-nitromethyl-propionate). As a reaction SMILES: [CH3:1][C:2]1[C:10]2[C:5](=[CH:6][C:7]([CH:11]=[CH:12][C:13]([O:15][CH3:16])=[O:14])=[CH:8][CH:9]=2)[N:4]([CH2:17][CH2:18][CH2:19][C:20]2[CH:25]=[CH:24][CH:23]=[CH:22][CH:21]=2)[CH:3]=1.CN(C)C(=N)N(C)C.Cl.[N+:35]([CH3:38])([O-:37])=[O:36]>>[CH3:1][C:2]1[C:10]2[C:5](=[CH:6][C:7]([CH:11]([CH2:38][N+:35]([O-:37])=[O:36])[CH2:12][C:13]([O:15][CH3:16])=[O:14])=[CH:8][CH:9]=2)[N:4]([CH2:17][CH2:18][CH2:19][C:20]2[CH:25]=[CH:24][CH:23]=[CH:22][CH:21]=2)[CH:3]=1. Procedure: A stirred solution of methyl 3-(3-methyl-1-{3-(phenyl)propyl}-1H-indol-6-yl)-propenoate (0.263 g, Reference Example 39) in nitromethane (5 ml) was treated with tetramethylguanidine (0.091 g). The mixture was heated to 65° C. for 2 hours then treated with a further aliquot of tetramethylguanidine (0.091 g). After heating at 65° C. for a further hour the reaction mixture was cooled to room temperature then poured into hydrochloric acid (20 ml, 1N) then extracted three times with ethyl acetate (25 ... The reactants are C(C)(C)(C)C1=CC=C(C=C1)/C(=N/O)/C1CC1 ((E)-(4-t-butylphenyl)(cyclopropyl)methanone oxime), [H-].[Na+] (sodium hydride), ClCC=1C(=C(C=CC1)C1=CC=CC=C1)C (3-chloromethyl-2-methyl[1,1'-biphenyl]), solution, CN(C=O)C (N,N-dimethylformamide). Solvent: C1(=CC=CC=C1)C (toluene). The product is CC1=C(C=CC=C1CO\N=C(/C1CC1)\C1=CC=C(C=C1)C(C)(C)C)C1=CC=CC=C1 ((E)-(4-t-butylphenyl)(cyclopropyl)methanone O-[(2-methyl[1,1'-biphenyl]-3-yl)methyl]oxime). RXN SMILES: [C:1]([C:5]1[CH:10]=[CH:9][C:8](/[C:11](/[CH:14]2[CH2:16][CH2:15]2)=[N:12]/[OH:13])=[CH:7][CH:6]=1)([CH3:4])([CH3:3])[CH3:2].[H-].[Na+].Cl[CH2:20][C:21]1[C:22]([CH3:33])=[C:23]([C:27]2[CH:32]=[CH:31][CH:30]=[CH:29][CH:28]=2)[CH:24]=[CH:25][CH:26]=1.CN(C)C=O>C1(C)C=CC=CC=1>[CH3:33][C:22]1[C:21]([CH2:20][O:13]/[N:12]=[C:11](/[C:8]2[CH:7]=[CH:6][C:5]([C:1]([CH3:4])([CH3:2])[CH3:3])=[CH:10][CH:9]=2)\[CH:14]2[CH2:16][CH2:15]2)=[CH:26][CH:25]=[CH:24][C:23]=1[C:27]1[CH:32]=[CH:31][CH:30]=[CH:29][CH:28]=1 |f:1.2|. Procedure details: In a manner similar to Example 2, the reaction of 0.75 g (0.0034 mole) of (E)-(4-t-butylphenyl)(cyclopropyl)methanone oxime with 0.2 g (0.008 mole) of sodium hydride and 0.74 g (0.0034 mole) of 3-chloromethyl-2-methyl[1,1'-biphenyl] in 25 ml of a 20% solution of N,N-dimethylformamide in toluene produced (E)-(4-t-butylphenyl)(cyclopropyl)methanone O-[(2-methyl[1,1'-biphenyl]-3-yl)methyl]oxime as an oil. Reactants: C(C1=CC=CC=C1)N(C[C@H](O[Si](CC)(CC)CC)C=1C=CC(=C(C1)NS(=O)(=O)C)OCC1=CC=CC=C1)C1CN(C1)S(=O)(=O)C1=CC=C(C=C1)OCCCC (N-[5-((1R)-2-{benzyl-[1-(4-butoxy-benzenesulfonyl)-azetidin-3-yl]-amino}-1-triethylsilanyloxy-ethyl)-2-benzyloxy-phenyl]-methanesulfonamide), [F-].C(CCC)[N+](CCCC)(CCCC)CCCC (tetrabutylammonium fluoride), C(=O)[O-].[NH4+] (ammonium formate), O (water). The reagents and catalysts are [Pd] (Pd/C). The solvent is O1CCCC1 (tetrahydrofuran), CO (methanol). Conditions: time 2 hour. Product: C(CCC)OC1=CC=C(C=C1)S(=O)(=O)N1CC(C1)NCC(O)C=1C=CC(=C(C1)NS(=O)(=O)C)O (N-(5-{2-[1-(4-Butoxy-benzenesulfonyl)-azetidin-3-ylamino]-1-hydroxy-ethyl)-2-hydroxy-phenyl)-methanesulfonamide). Yield: 89.2%. RXN SMILES: C([N:8]([CH:38]1[CH2:41][N:40]([S:42]([C:45]2[CH:50]=[CH:49][C:48]([O:51][CH2:52][CH2:53][CH2:54][CH3:55])=[CH:47][CH:46]=2)(=[O:44])=[O:43])[CH2:39]1)[CH2:9][C@@H:10]([C:19]1[CH:20]=[CH:21][C:22]([O:30]CC2C=CC=CC=2)=[C:23]([NH:25][S:26]([CH3:29])(=[O:28])=[O:27])[CH:24]=1)[O:11][Si](CC)(CC)CC)C1C=CC=CC=1.[F-].C([N+](CCCC)(CCCC)CCCC)CCC.O.C([O-])=O.[NH4+]>O1CCCC1.CO.[Pd]>[CH2:52]([O:51][C:48]1[CH:47]=[CH:46][C:45]([S:42]([N:40]2[CH2:39][CH:38]([NH:8][CH2:9][CH:10]([C:19]3[CH:20]=[CH:21][C:22]([OH:30])=[C:23]([NH:25][S:26]([CH3:29])(=[O:27])=[O:28])[CH:24]=3)[OH:11])[CH2:41]2)(=[O:43])=[O:44])=[CH:50][CH:49]=1)[CH2:53][CH2:54][CH3:55] |f:1.2,4.5|. Procedure details: To a solution of N-[5-((1R)-2-{benzyl-[1-(4-butoxy-benzenesulfonyl)-azetidin-3-yl]-amino}-1-triethylsilanyloxy-ethyl)-2-benzyloxy-phenyl]-methanesulfonamide (0.10 g, 0.12 mmol) in tetrahydrofuran (1 ml) was added 0.2 ml of tetrabutylammonium fluoride (1 M in THF). After 2 h at room temperature, the mixture was treated with water and extracted with ethyl acetate. The organic solution was dried over anhydrous sodium sulfate, and evaporated. The residue obtained was dissolved in methanol (3 ml), an... The reactants are N([C@H](C)C(=O)O)C(=O)OC(C)(C)C (Boc-D-Ala-OH), CC1=CC=C(C=C1)S(=O)(=O)O.C1=CC=C(C=C1)COC(=O)CN (H-Gly-OBzl.TosOH). Run in C(Cl)Cl (CH2Cl2). Reaction conditions: time 8 hour. Product: N([C@H](C)C(=O)NCC(=O)OCC1=CC=CC=C1)C(=O)OC(C)(C)C (Boc-D-Ala-Gly-OBzl). The yield is 90.8%. As a reaction SMILES: [NH:1]([C:7]([O:9][C:10]([CH3:13])([CH3:12])[CH3:11])=[O:8])[C@@H:2]([C:4]([OH:6])=O)[CH3:3].CC1C=CC(S(O)(=O)=O)=CC=1.[CH:25]1[CH:30]=[CH:29][C:28]([CH2:31][O:32][C:33]([CH2:35][NH2:36])=[O:34])=[CH:27][CH:26]=1>C(Cl)Cl>[NH:1]([C:7]([O:9][C:10]([CH3:13])([CH3:12])[CH3:11])=[O:8])[C@@H:2]([C:4]([NH:36][CH2:35][C:33]([O:32][CH2:31][C:28]1[CH:29]=[CH:30][CH:25]=[CH:26][CH:27]=1)=[O:34])=[O:6])[CH3:3] |f:1.2|. Procedure: Boc-D-Ala-OH (5.68 g, 30 mmole) and H-Gly-OBzl.TosOH (10.6 g, 1.05 eq) were suspended in CH2Cl2. WSCI (6 ml, 1.1 eq) was added dropwise while cooling, and the solution was stirred overnight. The CH2Cl2 was distilled off. The residue was dissolved in AcOEt (500 ml); washed with 1N HCl, water, 5% NaHCO3, and water in order; and dried over Na2SO4. AcOEt was distilled off, and the residue was recrystalized twice with AcOEt/n-hexane to give the desired product (9.16 g, 90.7%). The reactants are C1CCOC1 (THF), Cl.NC(C(=O)NS(=O)(=O)C1=CC=C(C=C1)C)(C(C)C)C (2-Amino-2,3-dimethyl-N-(p-tolylsulfonyl)butyramide hydrochloride), C(C)(=O)OC(C)=O (Acetic anhydride). Reaction SMILES: Cl.[NH2:2][C:3]([CH3:20])([CH:17]([CH3:19])[CH3:18])[C:4]([NH:6][S:7]([C:10]1[CH:15]=[CH:14][C:13]([CH3:16])=[CH:12][CH:11]=1)(=[O:9])=[O:8])=[O:5].C1C[O:24][CH2:23][CH2:22]1.C(OC(=O)C)(=O)C>N1C=CC=CC=1>[C:23]([NH:2][C:3]([CH3:20])([CH:17]([CH3:18])[CH3:19])[C:4]([NH:6][S:7]([C:10]1[CH:15]=[CH:14][C:13]([CH3:16])=[CH:12][CH:11]=1)(=[O:9])=[O:8])=[O:5])(=[O:24])[CH3:22] |f:0.1|. Run in N1=CC=CC=C1 (pyridine). Product: C(C)(=O)NC(C(=O)NS(=O)(=O)C1=CC=C(C=C1)C)(C(C)C)C (2-acetamido-2,3-dimethyl-N-(p-tolylsulfonyl)butyramide). Procedure details: 2-Amino-2,3-dimethyl-N-(p-tolylsulfonyl)butyramide hydrochloride (45 g ~0.4 mols) is completely dissolved in 160 mL of pyridine and 500 mL of THF is added. Acetic anhydride (45 mL) is then poured into the solution and the reaction mixture is heated at reflux for one hour. The solvents are removed under reduced pressure, and the oily residue is crystallized from EtOH/water affording 33.09 g of the title product having m.p. 198°-199° C. Starting materials: OC=1C(=NC=C(C1CO)C=C)C (3-hydroxy-4-hydroxymethyl-2-methyl-5-vinylpyridine), C([O-])([O-])=O.[K+].[K+] (potassium carbonate), C(C1=CC=CC=C1)Cl (benzyl chloride). Run in CC(=O)C (acetone). Run at time 8 hour. Yields the product CC1=NC=C(C(=C1OCC1=CC=CC=C1)CO)C=C (2-methyl-3-benzyloxy-4-hydroxymethyl-5-vinylpyridine). Reaction SMILES: [OH:1][C:2]1[C:3]([CH3:12])=[N:4][CH:5]=[C:6]([CH:10]=[CH2:11])[C:7]=1[CH2:8][OH:9].C(=O)([O-])[O-].[K+].[K+].[CH2:19](Cl)[C:20]1[CH:25]=[CH:24][CH:23]=[CH:22][CH:21]=1>CC(C)=O>[CH3:12][C:3]1[C:2]([O:1][CH2:19][C:20]2[CH:25]=[CH:24][CH:23]=[CH:22][CH:21]=2)=[C:7]([CH2:8][OH:9])[C:6]([CH:10]=[CH2:11])=[CH:5][N:4]=1 |f:1.2.3|. Procedure: To a mixture of 0.1 mole 3-hydroxy-4-hydroxymethyl-2-methyl-5-vinylpyridine in 500 ml. of acetone and 25 gm. potassium carbonate is added 0.11 mole of benzyl chloride. The reaction mixture is stirred overnight, filtered, and the acetone removed in vacuo to yield 2-methyl-3-benzyloxy-4-hydroxymethyl-5-vinylpyridine.